Task: describe an organic reaction: reactants, conditions, products, and yield. Dataset: the Open Reaction Database (ORD), a public repository of structured organic reaction records Procedure details: L-lysine hydrochloride (18.3 g, 0.1 mols) and 2.0 g (0.2 mols) of sodium hydroxide were dissolved in 100 ml of water in a three-necked round flask, and 100 ml of i-propanol were added thereto. Then, 24.2 g (0.1 mols) of dodecylglycidyl ether were added dropwise thereto over a period of 30 minutes while being heat-refluxed and stirred. Further, the mixture was stirred under reflux for 3 hours. It was identified through TLC and gas chromatography that dodecylglycidyl ether disappeared. Thereafter,... The solvent is O (water). The product is Cl.OC(C)C(CCCCCCCCC)OCCCNCCCC[C@H](N)C(=O)O (Nε-(2-hydroxy-3-dodecyloxy)propyl-L-lysine hydrochloride). Starting materials: Cl.N[C@@H](CCCCN)C(=O)O (L-lysine hydrochloride), [OH-].[Na+] (sodium hydroxide), C(CCCCCCCCCCC)OCC1CO1 (dodecylglycidyl ether), Cl (hydrochloric acid), C(CCCCCCCCCCC)OCC1CO1 (dodecylglycidyl ether), C(C)(C)O (i-propanol). RXN SMILES: [ClH:1].[NH2:2][C@H:3]([C:9]([OH:11])=[O:10])[CH2:4][CH2:5][CH2:6][CH2:7][NH2:8].[OH-].[Na+].[CH2:14]([O:26][CH2:27][CH:28]1O[CH2:29]1)[CH2:15][CH2:16][CH2:17][CH2:18][CH2:19][CH2:20][CH2:21][CH2:22][CH2:23]CC.Cl.[CH:32]([OH:35])(C)[CH3:33]>O>[ClH:1].[OH:35][CH:32]([CH:14]([O:26][CH2:27][CH2:28][CH2:29][NH:8][CH2:7][CH2:6][CH2:5][CH2:4][C@@H:3]([C:9]([OH:11])=[O:10])[NH2:2])[CH2:15][CH2:16][CH2:17][CH2:18][CH2:19][CH2:20][CH2:21][CH2:22][CH3:23])[CH3:33] |f:0.1,2.3,8.9|. Yield: 23.7%.